From a dataset of the Open Reaction Database (ORD), a public repository of structured organic reaction records. describe an organic reaction: reactants, conditions, products, and yield The reactants are Reduced iron, ClC1=C(C=CC=C1)C=1OC(=C(N1)CCOC1=CC=C(C=C1)[N+](=O)[O-])C (4-{2-[2-(2-chlorophenyl)-5-methyl-4-oxazolyl]ethoxy}nitrobenzene), C(C)(=O)O (acetic acid). Run in O (water). Reaction conditions: temperature 80 celsius, time 2 hour. Yields the product ClC1=C(C=CC=C1)C=1OC(=C(N1)CCOC1=CC=C(N)C=C1)C (4-{2-[2-(2-chlorophenyl)-5-methyl-4-oxazolyl]ethoxy}aniline), material. Yield: 97.6%. As a reaction SMILES: [Cl:1][C:2]1[CH:7]=[CH:6][CH:5]=[CH:4][C:3]=1[C:8]1[O:9][C:10]([CH3:25])=[C:11]([CH2:13][CH2:14][O:15][C:16]2[CH:21]=[CH:20][C:19]([N+:22]([O-])=O)=[CH:18][CH:17]=2)[N:12]=1.C(O)(=O)C>O>[Cl:1][C:2]1[CH:7]=[CH:6][CH:5]=[CH:4][C:3]=1[C:8]1[O:9][C:10]([CH3:25])=[C:11]([CH2:13][CH2:14][O:15][C:16]2[CH:17]=[CH:18][C:19]([NH2:22])=[CH:20][CH:21]=2)[N:12]=1. Procedure details: Reduced iron (10.6 g) was added portionwise mixture of 4-{2-[2-(2-chlorophenyl)-5-methyl-4-oxazolyl]ethoxy}nitrobenzene (22.9 g), acetic acid (150 ml) and water (50 ml) at 70° C. After stirring at 80° C. for 2 hours, the insoluble matter was filtered off, and the filtrate was concentrated under reduced pressure. Water was added to the filtrate, and the aqueous mixture was extracted with ethyl acetate. The ethyl acetate layer was washed with water, dried (MgSO4) and concentrated to give 4-{2-[2-(... The product is C(=O)(OCC)CCN(C[C@@H]1[C@H]([C@H]([C@@H](O1)N1C(=NC=2C(N)=NC=NC12)C)O)O)C (5′-[(2-Carboethoxyethyl)methylamino]-5′-deoxy-8-methyladenosine). Reaction conditions: temperature 60 celsius. Solvent: CN(C)C=O (DMF). As a reaction SMILES: [CH3:1][NH:2][CH2:3][C@H:4]1[O:8][C@@H:7]([N:9]2[C:18]3[N:17]=[CH:16][N:15]=[C:13]([NH2:14])[C:12]=3[N:11]=[C:10]2[CH3:19])[C@H:6]([OH:20])[C@@H:5]1[OH:21].Cl[CH2:23][CH2:24][C:25]([O:27][CH2:28][CH3:29])=[O:26].CCN(C(C)C)C(C)C>CN(C=O)C>[C:25]([CH2:24][CH2:23][N:2]([CH3:1])[CH2:3][C@H:4]1[O:8][C@@H:7]([N:9]2[C:18]3[N:17]=[CH:16][N:15]=[C:13]([NH2:14])[C:12]=3[N:11]=[C:10]2[CH3:19])[C@H:6]([OH:20])[C@@H:5]1[OH:21])([O:27][CH2:28][CH3:29])=[O:26]. Starting materials: CNC[C@@H]1[C@H]([C@H]([C@@H](O1)N1C(=NC=2C(N)=NC=NC12)C)O)O (5′-Deoxy-5′-methylamino-8-methyladenosine), ClCCC(=O)OCC (ethyl 3-chloropropionate), CCN(C(C)C)C(C)C (DIEA). Reported procedure: A mixture of 4a (500 mg, 1.69 mmol), ethyl 3-chloropropionate (270 mg, 1.97 mmol), DIEA (109 mg, 0.14 mL, 0.84 mmol), and DMF (5 mL) was heated at 60° C. for 2 days. Starting material remained but since the solution was getting darker, heating was stopped. The reaction mixture was concentrated to dryness. The product was purified by column chromatography (7:1:0.1 chloroform:methanol:NH4OH) to give a sticky solid: yield 210 mg (31%); MS m/z 395 (M+H)+; 1HNMR (DMSO-d6) δ 8.08 (s, 1H, H-2), 7.11 (b... Starting materials: O=C([O-])[O-], CO, C[Si](C)(C)C#Cc1cncc(Cl)c1, [K+], [K+]. Yields the product C#Cc1cncc(Cl)c1. Reaction SMILES: [C:14](=[O:15])([O-:16])[O-:17].[CH3:20][OH:21].[Cl:1][c:2]1[cH:3][n:4][cH:5][c:6]([C:8]#[C:9][Si:10]([CH3:11])([CH3:12])[CH3:13])[cH:7]1.[K+:18].[K+:19]>>[Cl:1][c:2]1[cH:3][n:4][cH:5][c:6]([C:8]#[CH:9])[cH:7]1. Starting materials: CCO, N#Cc1ccc2nc(NC3CCc4ccccc43)ccc2c1, Cl, NO, [Na+], [Na+], O=C([O-])[O-], O. The product is N=C(NO)c1ccc2nc(NC3CCc4ccccc43)ccc2c1. As a reaction SMILES: [CH3:32][CH2:33][OH:34].[CH:1]1([NH:10][c:11]2[n:12][c:13]3[cH:14][cH:15][c:16]([C:21]#[N:22])[cH:17][c:18]3[cH:19][cH:20]2)[CH2:2][CH2:3][c:4]2[cH:5][cH:6][cH:7][cH:8][c:9]21.[ClH:23].[NH2:24][OH:25].[Na+:26].[Na+:27].[O-:28][C:29](=[O:30])[O-:31].[OH2:35]>>[CH:1]1([NH:10][c:11]2[n:12][c:13]3[cH:14][cH:15][c:16]([C:21](=[NH:22])[NH:24][OH:25])[cH:17][c:18]3[cH:19][cH:20]2)[CH2:2][CH2:3][c:4]2[cH:5][cH:6][cH:7][cH:8][c:9]21.